This data is from the Open Reaction Database (ORD), a public repository of structured organic reaction records. The task is: describe an organic reaction: reactants, conditions, products, and yield The product is N1=CC(=CC=C1)C=1N=C(C2=C(N1)SC(=C2)C)NCC2=CC(=C(C=C2)Cl)Cl (2-(pyridin-3-yl)-4-(3,4-dichlorobenzylamino)-6-methyl-thieno-[2,3-d]-pyrimidine). Starting materials: ClC=1C=C(CN)C=CC1Cl (3,4-dichlorobenzylamine), ClC=1C2=C(N=C(N1)C=1C=NC=CC1)SC(=C2)C (4-chloro-2-(pyridin-3-yl)-6-methyl-thieno-[2,3-d]-pyrimidine). Procedure details: With the procedure of Example 1, the reaction of 3,4-dichlorobenzylamine with 4-chloro-2-(pyridin-3-yl)-6-methyl-thieno-[2,3-d]-pyrimidine yields 2-(pyridin-3-yl)-4-(3,4-dichlorobenzylamino)-6-methyl-thieno-[2,3-d]-pyrimidine. RXN SMILES: [Cl:1][C:2]1[CH:3]=[C:4]([CH:7]=[CH:8][C:9]=1[Cl:10])[CH2:5][NH2:6].Cl[C:12]1[C:13]2[CH:26]=[C:25]([CH3:27])[S:24][C:14]=2[N:15]=[C:16]([C:18]2[CH:19]=[N:20][CH:21]=[CH:22][CH:23]=2)[N:17]=1>>[N:20]1[CH:21]=[CH:22][CH:23]=[C:18]([C:16]2[N:17]=[C:12]([NH:6][CH2:5][C:4]3[CH:7]=[CH:8][C:9]([Cl:10])=[C:2]([Cl:1])[CH:3]=3)[C:13]3[CH:26]=[C:25]([CH3:27])[S:24][C:14]=3[N:15]=2)[CH:19]=1. Starting materials: C(#N)/C(/C(=O)OC)=C\C1=CC=CC=C1 ((E)-Methyl 2-Cyano-3-phenyl-2-propenoate), [N+](=O)([O-])C(C)C (2-nitropropane), C[O-].[Na+] (sodium methoxide). The solvent is CO (methanol). Reaction conditions: time 10 minute. The product is C(#N)C1(C(C1C1=CC=CC=C1)(C)C)C(=O)OC (Methyl 1-Cyano-2,2-dimethyl-3-phenylcyclopropanecarboxylate). Yield: 77.2%. Reaction SMILES: [C:1](/[C:3](=[CH:8]\[C:9]1[CH:14]=[CH:13][CH:12]=[CH:11][CH:10]=1)/[C:4]([O:6][CH3:7])=[O:5])#[N:2].[N+]([CH:18]([CH3:20])[CH3:19])([O-])=O.C[O-].[Na+]>CO>[C:1]([C:3]1([C:4]([O:6][CH3:7])=[O:5])[CH:8]([C:9]2[CH:14]=[CH:13][CH:12]=[CH:11][CH:10]=2)[C:18]1([CH3:20])[CH3:19])#[N:2] |f:2.3|. Procedure: A mixture of 511 mg (2.73 mmoles) of cyanoester 2 (produced in accordance with Example II), 0.25 mL (2.78 mmoles) of 2-nitropropane, and 2.64 mmoles of sodium methoxide (prepared from 61 mg of sodium and methyl alcohol) in 4.0 mL of absolute methanol was stirred at room temperature for 10 minutes and subsequently heated at reflux, protected from atmospheric moisture, for 71/2 hours. The product was isolated as described in the procedure of Example VIII, affording 483 mg (77% yield) of cyclopropa...